This data is from the Open Reaction Database (ORD), a public repository of structured organic reaction records. The task is: describe an organic reaction: reactants, conditions, products, and yield The reactants are O=C([O-])[O-], CC(C)=O, ClCC1CO1, [K+], [K+], O=C(C=Cc1cccc2[nH]ccc12)c1ccccc1O. Yields the product O=C(C=Cc1cccc2[nH]ccc12)c1ccccc1OCC1CO1. As a reaction SMILES: [C:1](=[O:2])([O-:3])[O-:4].[CH3:32][C:33](=[O:34])[CH3:35].[Cl:7][CH2:8][CH:9]1[CH2:10][O:11]1.[K+:5].[K+:6].[OH:12][c:13]1[c:14]([C:19]([CH:20]=[CH:21][c:22]2[c:23]3[cH:24][cH:25][nH:26][c:27]3[cH:28][cH:29][cH:30]2)=[O:31])[cH:15][cH:16][cH:17][cH:18]1>>[CH2:8]([CH:9]1[CH2:10][O:11]1)[O:12][c:13]1[c:14]([C:19]([CH:20]=[CH:21][c:22]2[c:23]3[cH:24][cH:25][nH:26][c:27]3[cH:28][cH:29][cH:30]2)=[O:31])[cH:15][cH:16][cH:17][cH:18]1. Starting materials: O (water), C1(C(CCC1)=O)=O (1,2-cyclopentanedione), C1(=CC=CC=C1)[Li] (phenyl lithium). The solvent is CCOCC (ether), CCOCC (ether). Yields the product OC1(C(CCC1)=O)C1=CC=CC=C1 (2-hydroxy-2-phenylcyclopentanone). Yield: 58.4%. As a reaction SMILES: [C:1]1(=[O:7])[CH2:5][CH2:4][CH2:3][C:2]1=[O:6].[C:8]1([Li])[CH:13]=[CH:12][CH:11]=[CH:10][CH:9]=1.O>CCOCC>[OH:6][C:2]1([C:8]2[CH:13]=[CH:12][CH:11]=[CH:10][CH:9]=2)[CH2:3][CH2:4][CH2:5][C:1]1=[O:7]. Procedure details: A solution of 73.5 g (0.75 mole) of 1,2-cyclopentanedione in 400 ml of ether was added to 1.5 moles of phenyl lithium in 1.2 liter of ether, and the mixture was stirred under N2 for one half hour. After careful addition of water, the ethereal layer was separated, dried over magnesium sulfate and the solvent evaporated. The residue was distilled under reduced pressure and gave 77.2 g of 2-hydroxy-2-phenylcyclopentanone, b.p. 122°-126° C. (1.5 mm), nD25 1.5551. The oxime was prepared by known proc... Reactants: COC(C(C)(C)C=1C=CC2=C(N(CC3=C(N2)N=C(C=C3)C(F)(F)F)S(=O)(=O)C3=CC=C(C=C3)C(C)(C)C)C1)=O (2-[6-[(4-tert-Butylphenyl)sulfonyl]-2-(trifluoromethyl)-6,11-dihydro-5H-pyrido[2,3-b][1,5]benzodiazepin-8-yl]-2-methylpropanoic acid methyl ester), [Li+].[OH-] (LiOH). The solvent is O.C1CCOC1.C(C)#N (H2O THF acetonitrile). Conditions: time 48 hour. Product: C(C)(C)(C)C1=CC=C(C=C1)S(=O)(=O)N1CC2=C(NC3=C1C=C(C=C3)C(C(=O)O)(C)C)N=C(C=C2)C(F)(F)F (2-[6-[(4-tert-Butylphenyl)sulfonyl]-2-(trifluoromethyl)-6,11-dihydro-5H-pyrido[2,3-b][1,5]benzodiazepin-8-yl]-2-methylpropanoic acid). RXN SMILES: C[O:2][C:3](=[O:39])[C:4]([C:7]1[CH:8]=[CH:9][C:10]2[NH:16][C:15]3[N:17]=[C:18]([C:21]([F:24])([F:23])[F:22])[CH:19]=[CH:20][C:14]=3[CH2:13][N:12]([S:25]([C:28]3[CH:33]=[CH:32][C:31]([C:34]([CH3:37])([CH3:36])[CH3:35])=[CH:30][CH:29]=3)(=[O:27])=[O:26])[C:11]=2[CH:38]=1)([CH3:6])[CH3:5].[Li+].[OH-]>O.C1COCC1.C(#N)C>[C:34]([C:31]1[CH:30]=[CH:29][C:28]([S:25]([N:12]2[C:11]3[CH:38]=[C:7]([C:4]([CH3:6])([CH3:5])[C:3]([OH:39])=[O:2])[CH:8]=[CH:9][C:10]=3[NH:16][C:15]3[N:17]=[C:18]([C:21]([F:23])([F:22])[F:24])[CH:19]=[CH:20][C:14]=3[CH2:13]2)(=[O:26])=[O:27])=[CH:33][CH:32]=1)([CH3:35])([CH3:36])[CH3:37] |f:1.2,3.4.5|. Procedure: To the methyl ester (92 mg, 0.16 mmol) of Example 373 in 3 mL of H2O/THF/acetonitrile (1:1:1) was added LiOH (16 mg, 0.65 mmol). After stirring at rt for 48 hrs, the reaction was quenched with aqueous NH4Cl (25 mL) and the product was extracted with EtOAc (60 mL). The extracts were washed with water (30 mL) and brine (30 mL), dried over MgSO4, filtered, and concentrated in vacuo. The residue was purified on silica gel column eluting with 20-50% EtOAc in hexanes to afford the title compound. 1H N...